This data is from the Open Reaction Database (ORD), a public repository of structured organic reaction records. The task is: describe an organic reaction: reactants, conditions, products, and yield The reactants are CC=1C=C(C(=O)C2=CNC3=CC=C(C=C3C2=O)C(F)(F)F)C=CC1C (3-(3,4-dimethyl-benzoyl)-6-trifluoromethyl-1H-quinolin-4-one), white solid, [H-].[Na+] (sodium hydride), Br.BrCC1=NC=CC=C1 (2-bromomethylpyridine hydrobromide). The solvent is CN(C=O)C (N,N-dimethylformamide). Yields the product CC=1C=C(C(=O)C2=CN(C3=CC=C(C=C3C2=O)C(F)(F)F)CC2=NC=CC=C2)C=CC1C (3-(3,4-Dimethyl-benzoyl)-1-pyridin-2-ylmethyl-6-trifluoromethyl-1H-quinolin-4-one). RXN SMILES: [CH3:1][C:2]1[CH:3]=[C:4]([CH:22]=[CH:23][C:24]=1[CH3:25])[C:5]([C:7]1[C:16](=[O:17])[C:15]2[C:10](=[CH:11][CH:12]=[C:13]([C:18]([F:21])([F:20])[F:19])[CH:14]=2)[NH:9][CH:8]=1)=[O:6].[H-].[Na+].Br.Br[CH2:30][C:31]1[CH:36]=[CH:35][CH:34]=[CH:33][N:32]=1>CN(C)C=O>[CH3:1][C:2]1[CH:3]=[C:4]([CH:22]=[CH:23][C:24]=1[CH3:25])[C:5]([C:7]1[C:16](=[O:17])[C:15]2[C:10](=[CH:11][CH:12]=[C:13]([C:18]([F:21])([F:19])[F:20])[CH:14]=2)[N:9]([CH2:30][C:31]2[CH:36]=[CH:35][CH:34]=[CH:33][N:32]=2)[CH:8]=1)=[O:6] |f:1.2,3.4|. Procedure: Experimental conditions analogous to those described for Step 3 of Example 1, from 55 mg (0.16 mmol) of 3-(3,4-dimethyl-benzoyl)-6-trifluoromethyl-1H-quinolin-4-one, 18 mg of 60% sodium hydride, 52 mg of 2-bromomethylpyridine hydrobromide and 1 mL of N,N-dimethylformamide. Yield: 49 mg of a white solid: LC-MSD, m/z for C25H19F2N2O2 [M+H]+=437.5; HPLC retention time: 2.6 min. Reactants: CC(C)(C)CC(C)(C)N, Clc1nc(Cl)nc(Cl)n1, [OH-], Cc1ccccc1C. Yields the product CC(C)(C)CC(C)(C)Nc1nc(Cl)nc(Cl)n1. RXN SMILES: [CH3:10][C:11]([CH2:12][C:13]([CH3:14])([CH3:15])[CH3:16])([CH3:17])[NH2:18].[Cl:1][c:2]1[n:3][c:4]([Cl:5])[n:6][c:7]([Cl:8])[n:9]1.[OH-:19].[c:20]1([CH3:21])[c:22]([CH3:23])[cH:24][cH:25][cH:26][cH:27]1>>[c:2]1([NH:18][C:11]([CH3:10])([CH2:12][C:13]([CH3:14])([CH3:15])[CH3:16])[CH3:17])[n:3][c:4]([Cl:5])[n:6][c:7]([Cl:8])[n:9]1. Reactants: C=CCN(C)CC(C)O, Oc1ccc(Nc2ncnc3cccc(F)c23)cc1Cl, [H-], [Na+]. Product: C=CCN(C)CC(C)Oc1cccc2ncnc(Nc3ccc(O)c(Cl)c3)c12. Reaction SMILES: [CH2:21]([CH:22]=[CH2:23])[N:24]([CH2:25][CH:26]([CH3:27])[OH:28])[CH3:29].[Cl:1][c:2]1[c:3]([OH:20])[cH:4][cH:5][c:6]([NH:8][c:9]2[n:10][cH:11][n:12][c:13]3[cH:14][cH:15][cH:16][c:17]([F:19])[c:18]23)[cH:7]1.[H-:30].[Na+:31]>>[Cl:1][c:2]1[c:3]([OH:20])[cH:4][cH:5][c:6]([NH:8][c:9]2[n:10][cH:11][n:12][c:13]3[cH:14][cH:15][cH:16][c:17]([O:28][CH:26]([CH2:25][N:24]([CH2:21][CH:22]=[CH2:23])[CH3:29])[CH3:27])[c:18]23)[cH:7]1. The reactants are ClC1=CC(=C(C=C1C(F)(F)F)NS(=O)(=O)C)I (N-(4-chloro-2-iodo-5-trifluoromethyl-phenyl)-methanesulfonamide), FC(CSCC(C#C)(CC)O)(F)F (3-(2,2,2-Trifluoro-ethylsulfanylmethyl)-pent-1yn-3-ol). Yields the product ClC=1C=C2C=C(N(C2=CC1C(F)(F)F)S(=O)(=O)C)C(CSCC(F)(F)F)(CC)O (2-(5-Chloro-1-methanesulfonyl-6-trifluoromethyl-1H-indol-2-yl)-1-(2,2,2-trifluoro-ethylsulfanyl)-butan-2-ol). RXN SMILES: [Cl:1][C:2]1[C:7]([C:8]([F:11])([F:10])[F:9])=[CH:6][C:5]([NH:12][S:13]([CH3:16])(=[O:15])=[O:14])=[C:4](I)[CH:3]=1.[F:18][C:19]([F:30])([F:29])[CH2:20][S:21][CH2:22][C:23]([OH:28])([CH2:26][CH3:27])[C:24]#[CH:25]>>[Cl:1][C:2]1[CH:3]=[C:4]2[C:5](=[CH:6][C:7]=1[C:8]([F:11])([F:10])[F:9])[N:12]([S:13]([CH3:16])(=[O:15])=[O:14])[C:24]([C:23]([OH:28])([CH2:26][CH3:27])[CH2:22][S:21][CH2:20][C:19]([F:30])([F:18])[F:29])=[CH:25]2. Reported procedure: This compound was prepared using the standard Sonagashira procedure as described in General Procedures Example C, reacting from N-(4-chloro-2-iodo-5-trifluoromethyl-phenyl)-methanesulfonamide (0.60 g, 1.5 mmol) and 3-(2,2,2-Trifluoro-ethylsulfanylmethyl)-pent-1yn-3-ol (0.32 g, 1.5 mmol) to yield the title compound as a yellow sticky oil. The reactants are C(CCCCCCCCCCC)OCC1CO1 (dodecylglycidyl ether), N[C@@H](CCCNC(N)=N)C(=O)O (L-arginine), C(C)(C)O (i-propanol), C(CCCCCCCCCCC)OCC1CO1 (dodecylglycidyl ether), Cl (hydrochloric acid). Solvent: O (water). Yields the product Cl.OC(CN[C@@H](CCCNC(N)=N)C(=O)O)COCCCCCCCCCCCC (N-(2-hydroxy-3-dodecyloxypropyl)-L-arginine hydrochloride). Yield: 33.1%. As a reaction SMILES: [NH2:1][C@H:2]([C:10]([OH:12])=[O:11])[CH2:3][CH2:4][CH2:5][NH:6][C:7](=[NH:9])[NH2:8].C(O)(C)C.[CH2:17]([O:29][CH2:30][CH:31]1[O:33][CH2:32]1)[CH2:18][CH2:19][CH2:20][CH2:21][CH2:22][CH2:23][CH2:24][CH2:25][CH2:26][CH2:27][CH3:28].[ClH:34]>O>[ClH:34].[OH:33][CH:31]([CH2:30][O:29][CH2:17][CH2:18][CH2:19][CH2:20][CH2:21][CH2:22][CH2:23][CH2:24][CH2:25][CH2:26][CH2:27][CH3:28])[CH2:32][NH:1][C@H:2]([C:10]([OH:12])=[O:11])[CH2:3][CH2:4][CH2:5][NH:6][C:7](=[NH:8])[NH2:9] |f:5.6|. Reported procedure: L-arginine (17.4 g, 0.1 mols) was dissolved in 100 ml of water in a three-necked round flask, and 100 ml of i-propanol were added thereto. Then, 24.2 g (0.1 mols) of dodecylglycidyl ether (made by Sakamoto Yakuhin Kogyo Co., Ltd.) were added dropwise thereto over a period of 30 minutes while being heat-refluxed and stirred. Further, the mixture was stirred under reflux for 3 hours. It was identified through TLC and gas chromatography that dodecylglycidyl ether disappeared. Thereafter, the result... Starting materials: N\C(=C(\C#N)/NC(=O)N[C@H]1COCC1)\C#N ((R,Z)-1-(2-Amino-1,2-dicyanovinyl)-3-(tetrahydrofuran-3-yl)urea), O1CCCC1 (tetrahydrofuran), C=1(C(=CC=CC1)S(=O)(=O)O)C.N(=C=O)[C@H]1COCC1 ((R)-3-Isocyanatotetrahydrofuran toluene sulfonate salt), N/C(=C(/C#N)\N)/C#N (diaminomaleonitrile). The product is OC=1C=C(C=CC1)C1=NC(=C2NC(N(C2=N1)[C@H]1COCC1)=O)C(=O)N ((R)-2-(3-HYDROXYPHENYL)-8-OXO-9-(TETRAHYDROFURAN-3-YL)-8,9-DIHYDRO-7H-PURINE-6-CARBOXAMIDE). Yield: 63.0%. As a reaction SMILES: N/C(/C#N)=[C:3](\[NH:6][C:7]([NH:9][C@@H:10]1CC[O:12][CH2:11]1)=O)/[C:4]#[N:5].[C:17]1([CH3:27])C(S(O)(=O)=O)=CC=CC=1.[N:28]([C@@H:31]1[CH2:35][CH2:34][O:33][CH2:32]1)=[C:29]=[O:30].[NH2:36]/C(/C#N)=C(\N)/C#N.[O:44]1[CH2:48][CH2:47][CH2:46][CH2:45]1>>[OH:44][C:48]1[CH:47]=[C:46]([C:7]2[N:6]=[C:3]3[C:4]([NH:5][C:29](=[O:30])[N:28]3[C@@H:31]3[CH2:35][CH2:34][O:33][CH2:32]3)=[C:10]([C:11]([NH2:36])=[O:12])[N:9]=2)[CH:45]=[CH:17][CH:27]=1 |f:1.2|. Procedure details: (R,Z)-1-(2-Amino-1,2-dicyanovinyl)-3-(tetrahydrofuran-3-yl)urea. (R)-3-Isocyanatotetrahydrofuran toluene sulfonate salt (0.327 g, 2.89 mmol) and diaminomaleonitrile (0.625 g, 5.78 mmol) were reacted according to General Procedure A in tetrahydrofuran (10 mL) and purified via reverse-phase preparative HPLC (0-10% acetonitrile+0.1% TFA in H2O+0.1% TFA, over 35 min) to afford the title compound (0.404, 63%). MS (ESI) m/z 222.2 [M+1]+. Starting materials: FC(C1=CC=C(C=C1)/C=C/C=1OC=C(N1)CCS(=O)(=O)[O-])(F)F ([2-[(E)-2-[4-(Trifluoromethyl)phenyl]ethenyl]-1,3-oxazol-4-yl]methylmethanesulfonate), N1(N=NC=C1)CCCCC1=CC=C(C=C1)O (4-[4-(1H-1,2,3-triazol-1-yl)butyl]phenol), C1CCOC1 (THF), [OH-].[Na+] (sodium hydroxide). Reagents/catalysts: [Br-].C(CCC)[N+](CCCC)(CCCC)CCCC (tetra(n-butyl) ammonium bromide). Run in [Cl-].[Na+].O (Brine). Conditions: time 5 hour. Product: FC(C1=CC=C(C=C1)/C=C/C=1OC=C(N1)COC1=CC=C(C=C1)CCCCN1N=NC=C1)(F)F (1-[4-[4-[[2-[(E)-2-[4-(trifluoromethyl)phenyl]ethenyl]-1,3-oxazol-4-yl]methoxy]phenyl]butyl]-1H-1,2,3-triazole). Yield: 82.6%. As a reaction SMILES: [F:1][C:2]([F:23])([F:22])[C:3]1[CH:8]=[CH:7][C:6](/[CH:9]=[CH:10]/[C:11]2[O:12][CH:13]=[C:14]([CH2:16]CS([O-])(=O)=O)[N:15]=2)=[CH:5][CH:4]=1.[N:24]1([CH2:29][CH2:30][CH2:31][CH2:32][C:33]2[CH:38]=[CH:37][C:36]([OH:39])=[CH:35][CH:34]=2)[CH:28]=[CH:27][N:26]=[N:25]1.C1COCC1.[OH-].[Na+]>[Br-].C([N+](CCCC)(CCCC)CCCC)CCC.[Cl-].[Na+].O>[F:23][C:2]([F:1])([F:22])[C:3]1[CH:4]=[CH:5][C:6](/[CH:9]=[CH:10]/[C:11]2[O:12][CH:13]=[C:14]([CH2:16][O:39][C:36]3[CH:37]=[CH:38][C:33]([CH2:32][CH2:31][CH2:30][CH2:29][N:24]4[CH:28]=[CH:27][N:26]=[N:25]4)=[CH:34][CH:35]=3)[N:15]=2)=[CH:7][CH:8]=1 |f:3.4,5.6,7.8.9|. Procedure: [2-[(E)-2-[4-(Trifluoromethyl)phenyl]ethenyl]-1,3-oxazol-4-yl]methylmethanesulfonate (500 mg, 1.44 mmol), 4-[4-(1H-1,2,3-triazol-1-yl)butyl]phenol (344 mg, 1.58 mmol) and tetra(n-butyl) ammonium bromide (45 mg, 0.14 mmol) were added to THF (5 ml), and 1N-aqueous sodium hydroxide solution (3.0 mL, 3.00 mmol) was added. The mixture was stirred at room temperature for 5 hours. 10% Brine (10 ml) was added and the mixture was extracted with ethyl acetate (10 ml). The organic layer was washed with 10%...